Dataset: the Open Reaction Database (ORD), a public repository of structured organic reaction records. Task: describe an organic reaction: reactants, conditions, products, and yield Reactants: OC1=C(C(OC2=CC=CC=C12)=O)CC1=C(C(=O)O)C=CC=C1 (2-(4-Hydroxy-2-oxo-2H-chromen-3-ylmethyl)-benzoic acid), C([O-])(O)=O.[Na+] (sodium bicarbonate), ClCOS(=O)(=O)Cl (chloromethylchlorosulfate). The reagents and catalysts are S(=O)(=O)(O)[O-].C(CCC)[N+](CCCC)(CCCC)CCCC (Tetrabutylammonium hydrogensulfate). Solvent: C(Cl)Cl (methylene chloride). Run at time 5 hour. The product is ClCOC(C1=C(C=CC=C1)CC=1C(OC2=CC=CC=C2C1O)=O)=O (2-(4-Hydroxy-2-oxo-2H-chromen-3-ylmethyl)-benzoic acid chloromethyl ester). As a reaction SMILES: [OH:1][C:2]1[C:11]2[C:6](=[CH:7][CH:8]=[CH:9][CH:10]=2)[O:5][C:4](=[O:12])[C:3]=1[CH2:13][C:14]1[CH:22]=[CH:21][CH:20]=[CH:19][C:15]=1[C:16]([OH:18])=[O:17].C(=O)(O)[O-].[Na+].[Cl:28][CH2:29]OS(Cl)(=O)=O>C(Cl)Cl.S([O-])(O)(=O)=O.C([N+](CCCC)(CCCC)CCCC)CCC>[Cl:28][CH2:29][O:17][C:16](=[O:18])[C:15]1[CH:19]=[CH:20][CH:21]=[CH:22][C:14]=1[CH2:13][C:3]1[C:4](=[O:12])[O:5][C:6]2[C:11]([C:2]=1[OH:1])=[CH:10][CH:9]=[CH:8][CH:7]=2 |f:1.2,5.6|. Reported procedure: A solution of 2-(4-Hydroxy-2-oxo-2H-chromen-3-ylmethyl)-benzoic acid in a 5% sodium bicarbonate solution is added to a solution of 1.5 equivalent of chloromethylchlorosulfate in methylene chloride. Tetrabutylammonium hydrogensulfate (catalytic amount) is added, and the mixture stirred vigorously for 5 hours. The organic layer is dried over MgSO4 and conc. in vacuo to give 2-(4-Hydroxy-2-oxo-2H-chromen-3-ylmethyl)-benzoic acid chloromethyl ester as white solid. The reactants are FC1=CC=C(C=C1)C1=C2C(=NC(=C1C1=CC=NC=C1)C1=CC=C(C=C1)F)NN=C2C (4,6-Bis(4-fluorophenyl)-3-methyl-5-(4-pyridyl)-1H-pyrazolo[3,4-b]pyridine), IC (iodomethane). Yields the product FC1=CC=C(C=C1)C1=C2C(=NC(=C1C1=CC=NC=C1)C1=CC=C(C=C1)F)N(N=C2C)C (4,6-Bis(4-fluorophenyl)-1,3-dimethyl-5-(4-pyridyl)pyrazolo[3,4-b]pyridine). Reaction SMILES: [F:1][C:2]1[CH:7]=[CH:6][C:5]([C:8]2[C:13]([C:14]3[CH:19]=[CH:18][N:17]=[CH:16][CH:15]=3)=[C:12]([C:20]3[CH:25]=[CH:24][C:23]([F:26])=[CH:22][CH:21]=3)[N:11]=[C:10]3[NH:27][N:28]=[C:29]([CH3:30])[C:9]=23)=[CH:4][CH:3]=1.I[CH3:32]>>[F:1][C:2]1[CH:7]=[CH:6][C:5]([C:8]2[C:13]([C:14]3[CH:15]=[CH:16][N:17]=[CH:18][CH:19]=3)=[C:12]([C:20]3[CH:25]=[CH:24][C:23]([F:26])=[CH:22][CH:21]=3)[N:11]=[C:10]3[N:27]([CH3:32])[N:28]=[C:29]([CH3:30])[C:9]=23)=[CH:4][CH:3]=1. Procedure details: Following a similar procedure to that described in examples 6 and 7, but using 4,6-bis(4-fluorophenyl)-3-methyl-5-(4-pyridyl)-1H-pyrazolo[3,4-b]pyridine (obtained in example 4) instead of 4,6-bis(4-fluorophenyl)-5-(4-pyridyl)-1H-pyrazolo[3,4-b]pyridine and iodomethane instead of iodoethane, the title compounds were obtained. Starting materials: CC1=C(C=CC(=C1)OCCNC(=O)OC(C)(C)C)NC(C1=CC=C(C=C1)N1CCN(CC1)C(=O)OC(C)(C)C)=O (N-(2-methyl-4-(2-(1,1-dimethylethoxycarbonylamino)ethoxy)phenyl)-4-(4-(1,1-dimethylethoxycarbonyl)piperazin-1-yl)benzamide), Cl (HCl). The solvent is CCOC(=O)C (EtOAc). Run at time 1 hour. Product: CC1=C(C=CC(=C1)OCCN)NC(C1=CC=C(C=C1)N1CCNCC1)=O (N-(2-methyl-4-(2-aminoethoxy)phenyl)-4-(1-piperazinyl)benzamide). Isolated yield 120.4%. As a reaction SMILES: [CH3:1][C:2]1[CH:7]=[C:6]([O:8][CH2:9][CH2:10][NH:11]C(OC(C)(C)C)=O)[CH:5]=[CH:4][C:3]=1[NH:19][C:20](=[O:40])[C:21]1[CH:26]=[CH:25][C:24]([N:27]2[CH2:32][CH2:31][N:30](C(OC(C)(C)C)=O)[CH2:29][CH2:28]2)=[CH:23][CH:22]=1.Cl>CCOC(C)=O>[CH3:1][C:2]1[CH:7]=[C:6]([O:8][CH2:9][CH2:10][NH2:11])[CH:5]=[CH:4][C:3]=1[NH:19][C:20](=[O:40])[C:21]1[CH:26]=[CH:25][C:24]([N:27]2[CH2:28][CH2:29][NH:30][CH2:31][CH2:32]2)=[CH:23][CH:22]=1. Procedure: To a 200 mL round bottomed flask with a stirring bar and a gas dispersion tube was added N-(2-methyl-4-(2-(1,1-dimethylethoxycarbonylamino)ethoxy)phenyl)-4-(4-(1,1-dimethylethoxycarbonyl)piperazin-1-yl)benzamide (0.912 g, 1.64 mmol) and 100 mL of dry EtOAc. This well stirred solution was cooled in an ice bath and saturated with HCl gas over 15 min. The mixture was aged 1 h at 0° C. and the excess HCl was then removed with a stream of argon. The EtOAc was removed in vacuo and the crude product wa...